The task is: describe an organic reaction: reactants, conditions, products, and yield. This data is from the Open Reaction Database (ORD), a public repository of structured organic reaction records. Yields the product CCC(C)Nc1cc(C(=O)O)cc(C#N)n1. The reactants are CCC(C)Nc1cc(C(=O)OC)cc(C#N)n1, CO, Cl, [Na+], [OH-]. As a reaction SMILES: [CH3:1][O:2][C:3]([c:4]1[cH:5][c:6]([NH:12][CH:13]([CH3:14])[CH2:15][CH3:16])[n:7][c:8]([C:10]#[N:11])[cH:9]1)=[O:17].[CH3:21][OH:22].[ClH:20].[Na+:19].[OH-:18]>>[O:2]=[C:3]([c:4]1[cH:5][c:6]([NH:12][CH:13]([CH3:14])[CH2:15][CH3:16])[n:7][c:8]([C:10]#[N:11])[cH:9]1)[OH:17]. Starting materials: CCOC(=O)c1cccc(Br)c1, CC(=O)OC(C)(C)C, COC(C)(C)C, [Li]CCCC. The product is CC(C)(C)OC(=O)CC(=O)c1cccc(Br)c1. As a reaction SMILES: [Br:6][c:7]1[cH:8][c:9]([C:10]([O:12][CH2:11][CH3:13])=[O:14])[cH:15][cH:16][cH:17]1.[C:18]([CH3:19])(=[O:20])[O:21][C:22]([CH3:23])([CH3:24])[CH3:25].[C:26]([O:27][CH3:28])([CH3:29])([CH3:30])[CH3:31].[CH3:1][CH2:2][CH2:3][CH2:4][Li:5]>>[Br:6][c:7]1[cH:8][c:9]([C:10](=[O:12])[CH2:19][C:18](=[O:20])[O:21][C:22]([CH3:23])([CH3:24])[CH3:25])[cH:15][cH:16][cH:17]1.